This data is from the Open Reaction Database (ORD), a public repository of structured organic reaction records. The task is: describe an organic reaction: reactants, conditions, products, and yield Yields the product Cc1ccc(S(=O)(=O)OCCc2cn(-c3ccc(C)c(C(=O)c4ccc(Nc5ccc(F)cc5F)cc4Cl)c3)nn2)cc1. RXN SMILES: [CH3:34][c:35]1[cH:36][cH:37][c:38]([S:41](=[O:42])(=[O:43])[Cl:44])[cH:39][cH:40]1.[CH3:45][CH2:46][O:47][C:48]([CH3:49])=[O:50].[Cl:1][c:2]1[c:3]([C:17](=[O:18])[c:19]2[c:20]([CH3:33])[cH:21][cH:22][c:23](-[n:25]3[n:26][n:27][c:28]([CH2:30][CH2:31][OH:32])[cH:29]3)[cH:24]2)[cH:4][cH:5][c:6]([NH:8][c:9]2[c:10]([F:16])[cH:11][c:12]([F:15])[cH:13][cH:14]2)[cH:7]1.[OH2:51].[cH:52]1[cH:53][cH:54][n:55][cH:56][cH:57]1>>[Cl:1][c:2]1[c:3]([C:17](=[O:18])[c:19]2[c:20]([CH3:33])[cH:21][cH:22][c:23](-[n:25]3[n:26][n:27][c:28]([CH2:30][CH2:31][O:32][S:41]([c:38]4[cH:37][cH:36][c:35]([CH3:34])[cH:40][cH:39]4)(=[O:42])=[O:43])[cH:29]3)[cH:24]2)[cH:4][cH:5][c:6]([NH:8][c:9]2[c:10]([F:16])[cH:11][c:12]([F:15])[cH:13][cH:14]2)[cH:7]1. Starting materials: Cc1ccc(S(=O)(=O)Cl)cc1, CCOC(C)=O, Cc1ccc(-n2cc(CCO)nn2)cc1C(=O)c1ccc(Nc2ccc(F)cc2F)cc1Cl, O, c1ccncc1. The reactants are [O-]S(=O)(=O)C(F)(F)F.C1(=CC=CC=C1)[I+]C1=CC=CC=C1 (diphenyliodonium triflate), C1(=CC=CC=C1)SC1=CC=CC=C1 (diphenyl sulfide). The reagents and catalysts are C(C1=CC=CC=C1)(=O)[O-].[Cu+2].C(C1=CC=CC=C1)(=O)[O-] (copper benzoate). Run at temperature 125 celsius, time 1 hour. Product: [O-]S(=O)(=O)C(F)(F)F.C1(=CC=CC=C1)[S+](C1=CC=CC=C1)C1=CC=CC=C1 (Triphenylsulfonium Triflate). RXN SMILES: [O-:1][S:2]([C:5]([F:8])([F:7])[F:6])(=[O:4])=[O:3].C1([I+][C:16]2[CH:21]=[CH:20][CH:19]=[CH:18][CH:17]=2)C=CC=CC=1.[C:22]1([S:28][C:29]2[CH:34]=[CH:33][CH:32]=[CH:31][CH:30]=2)[CH:27]=[CH:26][CH:25]=[CH:24][CH:23]=1>C([O-])(=O)C1C=CC=CC=1.[Cu+2].C([O-])(=O)C1C=CC=CC=1>[O-:4][S:2]([C:5]([F:8])([F:7])[F:6])(=[O:3])=[O:1].[C:29]1([S+:28]([C:16]2[CH:17]=[CH:18][CH:19]=[CH:20][CH:21]=2)[C:22]2[CH:23]=[CH:24][CH:25]=[CH:26][CH:27]=2)[CH:30]=[CH:31][CH:32]=[CH:33][CH:34]=1 |f:0.1,3.4.5,6.7|. Reported procedure: A flask was charged with 2.0 g (4.8 mmol) of diphenyliodonium triflate, 0.93 g (5.0 mmol) diphenyl sulfide and 37 mg of copper benzoate. The mixture was heated under argon for 3 h (bath 125° C.). After cooling, the mixture was triturated with hot ether and stirred 1 h. The solid was filtered and recrystallized from 1:1 butyl acetate-isopropanol (1.6 g, 80%, mp 134°-6° C.). The reactants are C=CC(O)CCCC(O)CCCC1(C)OCCO1, CC(Cl)Cl. Product: C=CC(=O)CCCC(O)CCCC1(C)OCCO1. As a reaction SMILES: [CH2:1]1[O:2][C:3]([CH2:4][CH2:5][CH2:6][CH:7]([CH2:8][CH2:9][CH2:10][CH:11]([CH:12]=[CH2:13])[OH:14])[OH:15])([CH3:16])[O:17][CH2:18]1.[Cl:19][CH:20]([Cl:21])[CH3:22]>>[CH2:1]1[O:2][C:3]([CH2:4][CH2:5][CH2:6][CH:7]([CH2:8][CH2:9][CH2:10][C:11]([CH:12]=[CH2:13])=[O:14])[OH:15])([CH3:16])[O:17][CH2:18]1. The reactants are C(CCC)[Li] (n-butyl lithium), BrC=1C=C(C=CC1OCC)C (3-bromo-4-ethoxytoluene), C(C1=CC=CC=C1)O[C@H]1C(=O)O[C@@H]([C@H]([C@@H]1OCC1=CC=CC=C1)OCC1=CC=CC=C1)COCC1=CC=CC=C1 (2,3,4,6-tetra-O-benzyl-D-(+)-glucono-1,5-lactone), [Cl-].[NH4+] (ammonium chloride). Run in C1CCOC1 (THF), CCCCCC (hexane), C1CCOC1 (THF). Conditions: time 15 minute. The product is C(C1=CC=CC=C1)O[C@H]1C(O)(O[C@@H]([C@H]([C@@H]1OCC1=CC=CC=C1)OCC1=CC=CC=C1)COCC1=CC=CC=C1)C1=C(C=CC(=C1)C)OCC (2,3,4,6-tetra-O-benzyl-1-C-(2-ethoxy-5-methylphenyl)-D-glucopyranose). Yield: 37.1%. RXN SMILES: C([Li])CCC.Br[C:7]1[CH:8]=[C:9]([CH3:16])[CH:10]=[CH:11][C:12]=1[O:13][CH2:14][CH3:15].[CH2:17]([O:24][C@@H:25]1[C@@H:31]([O:32][CH2:33][C:34]2[CH:39]=[CH:38][CH:37]=[CH:36][CH:35]=2)[C@H:30]([O:40][CH2:41][C:42]2[CH:47]=[CH:46][CH:45]=[CH:44][CH:43]=2)[C@@H:29]([CH2:48][O:49][CH2:50][C:51]2[CH:56]=[CH:55][CH:54]=[CH:53][CH:52]=2)[O:28][C:26]1=[O:27])[C:18]1[CH:23]=[CH:22][CH:21]=[CH:20][CH:19]=1.[Cl-].[NH4+]>C1COCC1.CCCCCC>[CH2:17]([O:24][C@@H:25]1[C@@H:31]([O:32][CH2:33][C:34]2[CH:39]=[CH:38][CH:37]=[CH:36][CH:35]=2)[C@H:30]([O:40][CH2:41][C:42]2[CH:43]=[CH:44][CH:45]=[CH:46][CH:47]=2)[C@@H:29]([CH2:48][O:49][CH2:50][C:51]2[CH:52]=[CH:53][CH:54]=[CH:55][CH:56]=2)[O:28][C:26]1([C:7]1[CH:8]=[C:9]([CH3:16])[CH:10]=[CH:11][C:12]=1[O:13][CH2:14][CH3:15])[OH:27])[C:18]1[CH:19]=[CH:20][CH:21]=[CH:22][CH:23]=1 |f:3.4|. Procedure: A 1.6 M hexane solution of n-butyl lithium (11 ml) was added dropwise to a solution of 3-bromo-4-ethoxytoluene (3.6 g) in THF (50 ml) at −78° C. and the mixture was stirred for 15 minutes. Then, a solution of 2,3,4,6-tetra-O-benzyl-D-(+)-glucono-1,5-lactone (7.6 g) in THF (10 ml) was added dropwise to the reaction mixture and the mixture was stirred for 2.5 hours. Saturated aqueous solution of ammonium chloride was added to the reaction mixture and the mixture was extracted with ethyl acetate. T...